Dataset: the Open Reaction Database (ORD), a public repository of structured organic reaction records. Task: describe an organic reaction: reactants, conditions, products, and yield The reactants are CCCc1c(CCl)ccc(C(C)=O)c1O, CCOC(=O)CCCSc1nnc(S)s1. Yields the product CCCc1c(CSc2nnc(SCCCC(=O)OCC)s2)ccc(C(C)=O)c1O. RXN SMILES: [C:1]([CH3:2])(=[O:3])[c:4]1[c:5]([OH:15])[c:6]([CH2:12][CH2:13][CH3:14])[c:7]([CH2:8][Cl:9])[cH:10][cH:11]1.[SH:16][c:17]1[n:18][n:19][c:20]([S:22][CH2:23][CH2:24][CH2:25][C:26](=[O:27])[O:28][CH2:29][CH3:30])[s:21]1>>[C:1]([CH3:2])(=[O:3])[c:4]1[c:5]([OH:15])[c:6]([CH2:12][CH2:13][CH3:14])[c:7]([CH2:8][S:16][c:17]2[n:18][n:19][c:20]([S:22][CH2:23][CH2:24][CH2:25][C:26](=[O:27])[O:28][CH2:29][CH3:30])[s:21]2)[cH:10][cH:11]1. Reactants: C1=CC=CC2=NC3=CC=CC=C3C(=C12)C(=O)Cl (9-acridinecarboxylic acid chloride), S(=O)(=O)(C1=CC=C(C)C=C1)OCCC1=CC=C(C=C1)O (4-(2-tosyloxyethyl)phenol). Solvent: N1=CC=CC=C1 (pyridine). Yields the product C1=CC=CC2=NC3=CC=CC=C3C(=C12)C(=O)OC1=CC=C(C=C1)CCOS(=O)(=O)C1=CC=C(C)C=C1 (4-(2-tosyloxyethyl)phenyl 9-acridine carboxylate). The yield is 54.7%. RXN SMILES: [CH:1]1[C:14]2[C:5](=[N:6][C:7]3[C:12]([C:13]=2[C:15](Cl)=[O:16])=[CH:11][CH:10]=[CH:9][CH:8]=3)[CH:4]=[CH:3][CH:2]=1.[S:18]([O:28][CH2:29][CH2:30][C:31]1[CH:36]=[CH:35][C:34]([OH:37])=[CH:33][CH:32]=1)([C:21]1[CH:27]=[CH:26][C:24]([CH3:25])=[CH:23][CH:22]=1)(=[O:20])=[O:19]>N1C=CC=CC=1>[CH:11]1[C:12]2[C:7](=[N:6][C:5]3[C:14]([C:13]=2[C:15]([O:37][C:34]2[CH:33]=[CH:32][C:31]([CH2:30][CH2:29][O:28][S:18]([C:21]4[CH:22]=[CH:23][C:24]([CH3:25])=[CH:26][CH:27]=4)(=[O:19])=[O:20])=[CH:36][CH:35]=2)=[O:16])=[CH:1][CH:2]=[CH:3][CH:4]=3)[CH:8]=[CH:9][CH:10]=1. Procedure: In 30 ml of pyridine, 2.4 g of the compound (2) obtained in Example 2 were dissolved. Under ice cooling and stirring, 2.9 g of the compound (1) obtained in Example 1 were added in small portions. Subsequent to stirring at room temperature for 2 hours, the pyridine was distilled off under reduced pressure. CHCl3 was added further, and distillation was repeated twice under reduced pressure. The residue was isolated and purified by chromatography on a silica gel column (eluent: CHCl3), whereby 2.7 ... The reactants are CCCC(N)c1cncc(Br)c1, CN(C)c1ccncc1, CCN(C(C)C)C(C)C, Cc1c(C(=O)Cl)cnn1-c1ccc(Cl)cc1, ClCCl. Yields the product CCCC(NC(=O)c1cnn(-c2ccc(Cl)cc2)c1C)c1cncc(Br)c1. As a reaction SMILES: [Br:1][c:2]1[cH:3][c:4]([CH:8]([CH2:9][CH2:10][CH3:11])[NH2:12])[cH:5][n:6][cH:7]1.[CH3:38][N:39]([c:40]1[cH:41][cH:42][n:43][cH:44][cH:45]1)[CH3:46].[CH:13]([N:14]([CH:15]([CH3:16])[CH3:17])[CH2:18][CH3:19])([CH3:20])[CH3:21].[Cl:22][c:23]1[cH:24][cH:25][c:26](-[n:29]2[n:30][cH:31][c:32]([C:35](=[O:36])[Cl:37])[c:33]2[CH3:34])[cH:27][cH:28]1.[Cl:47][CH2:48][Cl:49]>>[Br:1][c:2]1[cH:3][c:4]([CH:8]([CH2:9][CH2:10][CH3:11])[NH:12][C:35]([c:32]2[cH:31][n:30][n:29](-[c:26]3[cH:25][cH:24][c:23]([Cl:22])[cH:28][cH:27]3)[c:33]2[CH3:34])=[O:36])[cH:5][n:6][cH:7]1.